This data is from the Open Reaction Database (ORD), a public repository of structured organic reaction records. The task is: describe an organic reaction: reactants, conditions, products, and yield Reactants: CCOC(OCC)OCC, CCO, CN(C(=O)Cc1ccc(Cl)c(Cl)c1)C1C(=O)CCCC1N1CCCC1, CN(C(=O)Cc1ccc(F)c(F)c1)C1C(=O)CCCC1N1CCC1. Product: CCOC1(OCC)CCCC(N2CCC2)C1N(C)C(=O)Cc1ccc(F)c(F)c1. As a reaction SMILES: [CH2:50]([O:51][CH:53]([O:54][CH2:55][CH3:56])[O:57][CH2:58][CH3:59])[CH3:52].[CH3:60][CH2:61][OH:62].[Cl:25][c:26]1[cH:27][c:28]([CH2:29][C:30]([N:31]([CH3:32])[CH:33]2[C:34](=[O:35])[CH2:36][CH2:37][CH2:38][CH:39]2[N:40]2[CH2:41][CH2:42][CH2:43][CH2:44]2)=[O:45])[cH:46][cH:47][c:48]1[Cl:49].[F:1][c:2]1[cH:3][c:4]([CH2:9][C:10](=[O:11])[N:12]([CH:13]2[CH:14]([N:20]3[CH2:21][CH2:22][CH2:23]3)[CH2:15][CH2:16][CH2:17][C:18]2=[O:19])[CH3:24])[cH:5][cH:6][c:7]1[F:8]>>[F:1][c:2]1[cH:3][c:4]([CH2:9][C:10](=[O:11])[N:12]([CH:13]2[CH:14]([N:20]3[CH2:21][CH2:22][CH2:23]3)[CH2:15][CH2:16][CH2:17][C:53]2([O:54][CH2:55][CH3:56])[O:57][CH2:58][CH3:59])[CH3:24])[cH:5][cH:6][c:7]1[F:8]. The reactants are C(C1=CC=CC=C1)N1[C@H](CN(CC1)CC1=CC=CC=C1)CCC1=CC=C(C=C1)Cl ((S)-1,4-dibenzyl-2-[2-(4-chloro-phenyl)-ethyl]-piperazine), ClC(=O)OC(C)Cl (1-chloroethyl chloroformate). The solvent is ClC(C)Cl (dichloroethane). Product: ClC1=CC=C(C=C1)CC[C@@H]1NCCNC1 ((S)-2-[2-(4-chloro-phenyl)-ethyl]-piperazine). Isolated yield 17.4%. RXN SMILES: C([N:8]1[CH2:13][CH2:12][N:11](CC2C=CC=CC=2)[CH2:10][C@@H:9]1[CH2:21][CH2:22][C:23]1[CH:28]=[CH:27][C:26]([Cl:29])=[CH:25][CH:24]=1)C1C=CC=CC=1.ClC(OC(Cl)C)=O>ClC(Cl)C>[Cl:29][C:26]1[CH:27]=[CH:28][C:23]([CH2:22][CH2:21][C@H:9]2[CH2:10][NH:11][CH2:12][CH2:13][NH:8]2)=[CH:24][CH:25]=1. Procedure details: Dissolve (S)-1,4-dibenzyl-2-[2-(4-chloro-phenyl)-ethyl]-piperazine (4.74 g, 11.71 mmol) in dichloroethane (80 ml). Cool the solution to 0° and then add 1-chloroethyl chloroformate (7.95 g, 55.61 mmol) dropwise. Warm the solution to ambient temperature and then heat it at reflux for 15 hours. Remove the dichloroethane under vacuum and reflux the resulting residue in methanol for 1 hour. Remove the methanol under vacuum and dissolve the resulting precipitate in 1N NaOH. Extract the aqueous layer w... As a reaction SMILES: [CH2:1]([C:4]1[CH:9]=[C:8]([C:10]#[N:11])[CH:7]=[CH:6][C:5]=1[OH:12])[CH:2]=[CH2:3].[H][H]>[C].[Pd].CO>[CH2:1]([C:4]1[CH:9]=[C:8]([C:10]#[N:11])[CH:7]=[CH:6][C:5]=1[OH:12])[CH2:2][CH3:3] |f:2.3|. The solvent is CO (methanol). The product is C(CC)C1=C(C=CC(=C1)C#N)O (2-n-Propyl-4-cyanophenol). Procedure: A mixture of 8.15 g of 2-allyl-4-cyanophenol prepared in Reference Example 1-(ii), 1.5 g of 5% palladium-carbon and 100 ml of methanol, was stirred in a hydrogen stream for 2.5 hours. The catalyst was removed by filtration, and the solvent was distilled off from the filtrate to obtain 7.30 g of the above identified compound as a colorless oily substance. The reactants are C(C=C)C1=C(C=CC(=C1)C#N)O (2-allyl-4-cyanophenol), [H][H] (hydrogen). The reagents and catalysts are [C].[Pd] (palladium-carbon).